This data is from the Open Reaction Database (ORD), a public repository of structured organic reaction records. The task is: describe an organic reaction: reactants, conditions, products, and yield As a reaction SMILES: [C:1]([C:3]1[NH:4][CH:5]=[CH:6][CH:7]=1)#[N:2].[C:8]1(P(C2C=CC=CC=2)C2C=CC=CC=2)[CH:13]=CC=C[CH:9]=1.C(O)C#C.N(C(OCC)=O)=NC([O-])=O>O1CCCC1>[CH2:13]([N:4]1[CH:5]=[CH:6][CH:7]=[C:3]1[C:1]#[N:2])[C:8]#[CH:9]. Product: C(C#C)N1C(=CC=C1)C#N (1-(2-propynyl)-1H-pyrrole-2-carbonitrile). Procedure: 51.57 g of 2-cyano-pyrrol[prepared by the process of Can. J. Chem. Vol. 59, p. 2763 (1981)], 146.9 g of triphenylphosphine, and 43.95 g of propargyl alcohol were mixed together and 420 ml of tetrahydrofuran were added. The mixture was cooled at +5° C., and over half an hour at 0° to 5° C., 97.5 g of ethyl azodicarboxylate were introduced. The temperature was allowed to return to ambient, and stirring was maintained for 18 hours. The solvent was evaporated under reduced pressure, and the crystall... The solvent is O1CCCC1 (tetrahydrofuran). Reactants: C(#N)C=1NC=CC1 (2-cyano-pyrrol), N(=NC(=O)[O-])C(=O)OCC (ethyl azodicarboxylate), C1(=CC=CC=C1)P(C1=CC=CC=C1)C1=CC=CC=C1 (triphenylphosphine), C(C#C)O (propargyl alcohol). Isolated yield 46.7%. The reactants are ClCCl, C[Si](C)(C)C#N, ClC1c2ccccc2CCc2ccccc21, O, Cl[Sn](Cl)(Cl)Cl. Yields the product N#CC1c2ccccc2CCc2ccccc21. As a reaction SMILES: [CH2:28]([Cl:29])[Cl:30].[CH3:22][Si:23]([CH3:24])([CH3:25])[C:26]#[N:27].[Cl:6][CH:7]1[c:8]2[c:9]([cH:18][cH:19][cH:20][cH:21]2)[CH2:10][CH2:11][c:12]2[c:13]1[cH:14][cH:15][cH:16][cH:17]2.[OH2:31].[Sn:1]([Cl:2])([Cl:3])([Cl:4])[Cl:5]>>[CH:7]1([C:26]#[N:27])[c:8]2[c:9]([cH:18][cH:19][cH:20][cH:21]2)[CH2:10][CH2:11][c:12]2[c:13]1[cH:14][cH:15][cH:16][cH:17]2.